This data is from the Open Reaction Database (ORD), a public repository of structured organic reaction records. The task is: describe an organic reaction: reactants, conditions, products, and yield Reactants: Cl, O=N[O-], [Na+], O, CCOC(=O)CNc1ccccc1. Yields the product CCOC(=O)CN(N=O)c1ccccc1. RXN SMILES: [ClH:14].[N:15](=[O:16])[O-:17].[Na+:18].[OH2:19].[c:1]1([NH:7][CH2:8][C:9](=[O:10])[O:11][CH2:12][CH3:13])[cH:2][cH:3][cH:4][cH:5][cH:6]1>>[c:1]1([N:7]([CH2:8][C:9](=[O:10])[O:11][CH2:12][CH3:13])[N:15]=[O:16])[cH:2][cH:3][cH:4][cH:5][cH:6]1.